Dataset: the Open Reaction Database (ORD), a public repository of structured organic reaction records. Task: describe an organic reaction: reactants, conditions, products, and yield The reactants are CN(C)C=O, BrC1CCCC1, [H-], [Na+], O, c1c[nH]cn1. Product: c1cn(C2CCCC2)cn1. Reaction SMILES: [CH3:15][N:16]([CH3:17])[CH:18]=[O:19].[CH:8]1([Br:13])[CH2:9][CH2:10][CH2:11][CH2:12]1.[H-:6].[Na+:7].[OH2:14].[nH:1]1[cH:2][n:3][cH:4][cH:5]1>>[n:1]1([CH:8]2[CH2:9][CH2:10][CH2:11][CH2:12]2)[cH:2][n:3][cH:4][cH:5]1. Starting materials: N (ammonia), OC(C(=O)OC)CC1=CC=C(C=C1)OCCC=1N=C(OC1C)C1=CC=CC=C1 (Methyl 2-hydroxy-3-[4-[2-(5-methyl-2-phenyl-4-oxazolyl)ethoxy]phenyl]propionate), [OH-].[Na+] (sodium hydroxide). Run in CO.O1CCCC1 (methanol tetrahydrofuran). Conditions: time 2 day. The product is OC(C(=O)N)CC1=CC=C(C=C1)OCCC=1N=C(OC1C)C1=CC=CC=C1 (2-Hydroxy-3-(4-[2-(5-methyl-2-phenyl-4-oxazolyl)ethoxy]phenyl]propionamide). Isolated yield 96.0%. Reaction SMILES: [OH:1][CH:2]([CH2:7][C:8]1[CH:13]=[CH:12][C:11]([O:14][CH2:15][CH2:16][C:17]2[N:18]=[C:19]([C:23]3[CH:28]=[CH:27][CH:26]=[CH:25][CH:24]=3)[O:20][C:21]=2[CH3:22])=[CH:10][CH:9]=1)[C:3](OC)=[O:4].[NH3:29].[OH-].[Na+]>CO.O1CCCC1>[OH:1][CH:2]([CH2:7][C:8]1[CH:13]=[CH:12][C:11]([O:14][CH2:15][CH2:16][C:17]2[N:18]=[C:19]([C:23]3[CH:28]=[CH:27][CH:26]=[CH:25][CH:24]=3)[O:20][C:21]=2[CH3:22])=[CH:10][CH:9]=1)[C:3]([NH2:29])=[O:4] |f:2.3,4.5|. Procedure details: Methyl 2-hydroxy-3-[4-[2-(5-methyl-2-phenyl-4-oxazolyl)ethoxy]phenyl]propionate (754 mg, 1.98 mmol) obtained in Example 35 was dissolved in methanol-tetrahydrofuran (1:1, 6 ml). 28% Aqueous ammonia (3 ml) was added and the mixture was stirred at room temperature for 2 days. Thereto was added 1N aqueous sodium hydroxide solution (1 ml) and the mixture was stirred for 1 hr. The reaction mixture was partitioned between tetrahydrofuran-ethyl acetate (1:1, 30 ml) and water (10 ml). The organic layer ... Starting materials: BrCC=1C=CC(=NC1)C1=CC=CC=C1 (5-(Bromomethyl)-2-phenylpyridine), N1=CN=CC(=C1)B(O)O (pyrimidine-5-boronic acid). Reaction conditions: time 30 minute. Yields the product C1(=CC=CC=C1)C1=CC=C(C=N1)CC=1C=NC=NC1 (5-((6-Phenylpyridin-3-yl)methyl)pyrimidine). Reaction SMILES: Br[CH2:2][C:3]1[CH:4]=[CH:5][C:6]([C:9]2[CH:14]=[CH:13][CH:12]=[CH:11][CH:10]=2)=[N:7][CH:8]=1.[N:15]1[CH:20]=[C:19](B(O)O)[CH:18]=[N:17][CH:16]=1>>[C:9]1([C:6]2[N:7]=[CH:8][C:3]([CH2:2][C:19]3[CH:20]=[N:15][CH:16]=[N:17][CH:18]=3)=[CH:4][CH:5]=2)[CH:14]=[CH:13][CH:12]=[CH:11][CH:10]=1. Reported procedure: Synthesized using compound 61a (219 mg, 0.88 mmol) and pyrimidine-5-boronic acid (164 mg, 1.32 mmol) according to Method C. Crude product was purified by flash chromatography on silica-gel using a mixture of hexane/ethyl acetate (1:1) as eluent. After flash chromatography the product was solved in ethyl acetate and a few drops of conc. HCl and water were added. After stirring for 30 minutes the phases were separated and water phase was neutralized with aqueous Na2CO3-solution (2M). After extract...